This data is from the Open Reaction Database (ORD), a public repository of structured organic reaction records. The task is: describe an organic reaction: reactants, conditions, products, and yield The reactants are CC(=O)c1c[nH]c(-c2ccncc2)c1C, CC(=O)OC(C)=O, [Na+], O=C([O-])O, O=[N+]([O-])O, O=S(=O)(O)O. The product is CC(=O)c1c([N+](=O)[O-])[nH]c(-c2ccncc2)c1C. Reaction SMILES: [C:17]([CH3:18])(=[O:19])[c:20]1[cH:21][nH:22][c:23](-[c:26]2[cH:27][cH:28][n:29][cH:30][cH:31]2)[c:24]1[CH3:25].[CH3:1][C:2]([O:3][C:4](=[O:5])[CH3:6])=[O:7].[Na+:36].[O-:32][C:33]([OH:34])=[O:35].[OH:8][N+:9]([O-:10])=[O:11].[S:12](=[O:13])(=[O:14])([OH:15])[OH:16]>>[O-:8][N+:9](=[O:11])[c:21]1[c:20]([C:17]([CH3:18])=[O:19])[c:24]([CH3:25])[c:23](-[c:26]2[cH:27][cH:28][n:29][cH:30][cH:31]2)[nH:22]1. Reactants: [OH-].[Na+] (Sodium hydroxide), OC1=CC=C(C=C1)CC(=O)N (p-Hydroxyphenyl acetamide), C(Cl)C1CO1 (Epichlorohydrin), [OH-].[Na+] (sodium hydroxide). The solvent is O (water). Run at temperature 5 celsius. Yields the product C(N)(=O)CC1=CC=C(OC[C@@H]2CO2)C=C1 ((S)-1-[p-(carbamoylmethyl)phenoxy]-2,3-epoxypropane). Isolated yield 96.7%. Reaction SMILES: [OH:1][C:2]1[CH:7]=[CH:6][C:5]([CH2:8][C:9]([NH2:11])=[O:10])=[CH:4][CH:3]=1.[OH-].[Na+].[CH2:14]([CH:16]1[O:18][CH2:17]1)Cl>O>[C:9]([CH2:8][C:5]1[CH:4]=[CH:3][C:2]([O:1][CH2:14][C@H:16]2[O:18][CH2:17]2)=[CH:7][CH:6]=1)(=[O:10])[NH2:11] |f:1.2|. Procedure: p-Hydroxyphenyl acetamide (30.02 g) was dissolved in 106.5 g of water containing sodium hydroxide (9.6 g) and the solution was cooled to 5° C. Epichlorohydrin (18.5 g, 98.9% e.e.) was dropped in the solution over a period of 10 minutes under stirring at the same temperature and the solution was stirred for 24 hours. Sodium hydroxide (2.4 g) was added thereto and the mixture was stirred for 5 hours. Resulting crystals were filtrated by suction, washed with water and dried in vacuo to give crude (...